The task is: describe an organic reaction: reactants, conditions, products, and yield. This data is from the Open Reaction Database (ORD), a public repository of structured organic reaction records. Starting materials: CCOC(C)=O, O=C(Cl)C1CC1, CC(C)(C#N)c1cccc(C(=O)Nc2cc(Oc3ccc4nc(N)sc4n3)c(Cl)cc2F)c1, c1ccncc1. Yields the product CC(C)(C#N)c1cccc(C(=O)Nc2cc(Oc3ccc4nc(NC(=O)C5CC5)sc4n3)c(Cl)cc2F)c1. Reaction SMILES: [CH3:46][CH2:47][O:48][C:49](=[O:50])[CH3:51].[CH:34]1([C:37](=[O:38])[Cl:39])[CH2:35][CH2:36]1.[NH2:1][c:2]1[s:3][c:4]2[n:5][c:6]([O:11][c:12]3[c:13]([Cl:33])[cH:14][c:15]([F:32])[c:16]([NH:18][C:19]([c:20]4[cH:21][c:22]([C:26]([CH3:27])([CH3:28])[C:29]#[N:30])[cH:23][cH:24][cH:25]4)=[O:31])[cH:17]3)[cH:7][cH:8][c:9]2[n:10]1.[cH:40]1[cH:41][cH:42][n:43][cH:44][cH:45]1>>[NH:1]([c:2]1[s:3][c:4]2[n:5][c:6]([O:11][c:12]3[c:13]([Cl:33])[cH:14][c:15]([F:32])[c:16]([NH:18][C:19]([c:20]4[cH:21][c:22]([C:26]([CH3:27])([CH3:28])[C:29]#[N:30])[cH:23][cH:24][cH:25]4)=[O:31])[cH:17]3)[cH:7][cH:8][c:9]2[n:10]1)[C:37]([CH:34]1[CH2:35][CH2:36]1)=[O:38]. Starting materials: O=C([O-])[O-], CC1(C)OB(c2cn[nH]c2)OC1(C)C, [Na+], [Na+], CC(C)(C)OC(=O)c1nc(N2CCc3cccc(C(=O)N(COCC[Si](C)(C)C)c4nc5ccccc5s4)c3C2)sc1CCCOc1ccc(I)cc1. Product: CC(C)(C)OC(=O)c1nc(N2CCc3cccc(C(=O)N(COCC[Si](C)(C)C)c4nc5ccccc5s4)c3C2)sc1CCCOc1ccc(-c2cn[nH]c2)cc1. As a reaction SMILES: [C:68](=[O:69])([O-:70])[O-:71].[CH3:54][C:55]1([CH3:56])[C:57]([CH3:58])([CH3:59])[O:60][B:61]([c:62]2[cH:63][n:64][nH:65][cH:66]2)[O:67]1.[Na+:72].[Na+:73].[s:1]1[c:2]([N:10]([C:11](=[O:12])[c:13]2[cH:14][cH:15][cH:16][c:17]3[c:22]2[CH2:21][N:20]([c:23]2[s:24][c:25]([CH2:35][CH2:36][CH2:37][O:38][c:39]4[cH:40][cH:41][c:42]([I:45])[cH:43][cH:44]4)[c:26]([C:28](=[O:29])[O:30][C:31]([CH3:32])([CH3:33])[CH3:34])[n:27]2)[CH2:19][CH2:18]3)[CH2:46][O:47][CH2:48][CH2:49][Si:50]([CH3:51])([CH3:52])[CH3:53])[n:3][c:4]2[c:5]1[cH:6][cH:7][cH:8][cH:9]2>>[s:1]1[c:2]([N:10]([C:11](=[O:12])[c:13]2[cH:14][cH:15][cH:16][c:17]3[c:22]2[CH2:21][N:20]([c:23]2[s:24][c:25]([CH2:35][CH2:36][CH2:37][O:38][c:39]4[cH:40][cH:41][c:42](-[c:62]5[cH:63][nH:64][n:65][cH:66]5)[cH:43][cH:44]4)[c:26]([C:28](=[O:29])[O:30][C:31]([CH3:32])([CH3:33])[CH3:34])[n:27]2)[CH2:19][CH2:18]3)[CH2:46][O:47][CH2:48][CH2:49][Si:50]([CH3:51])([CH3:52])[CH3:53])[n:3][c:4]2[c:5]1[cH:6][cH:7][cH:8][cH:9]2. Starting materials: [H-].[Na+] (Sodium hydride), C(C)(=O)C=1C2=C(SC1NS(=O)(=O)CC)C=CC=C2 (N-(3-acetyl-benzo[b]thiophen-2-yl)-ethanesulfonamide), FC1=C(C=C(CBr)C=C1)C(F)(F)F (4-fluoro-3-trifluoromethylbenzyl bromide), C1COCCOCCOCCOCCO1 (15-Crown-5 ether), FC1=C(C=C(CBr)C=C1)C(F)(F)F (4-fluoro-3-trifluoromethylbenzyl bromide). Run in O (water), CN(C)C=O (DMF). Run at temperature 0 celsius, time 15 minute. Product: C(C)(=O)C=1C2=C(SC1N(S(=O)(=O)CC)CC1=CC(=C(C=C1)F)C(F)(F)F)C=CC=C2 (N-(3-acetyl-benzo[b]thiophen-2-yl)-N-(4-fluoro-3-trifluoromethyl-benzyl)-ethanesulfonamide). RXN SMILES: [H-].[Na+].[C:3]([C:6]1[C:7]2[CH:20]=[CH:19][CH:18]=[CH:17][C:8]=2[S:9][C:10]=1[NH:11][S:12]([CH2:15][CH3:16])(=[O:14])=[O:13])(=[O:5])[CH3:4].[F:21][C:22]1[CH:29]=[CH:28][C:25]([CH2:26]Br)=[CH:24][C:23]=1[C:30]([F:33])([F:32])[F:31].C1OCCOCCOCCOCCOC1>CN(C=O)C.O>[C:3]([C:6]1[C:7]2[CH:20]=[CH:19][CH:18]=[CH:17][C:8]=2[S:9][C:10]=1[N:11]([CH2:26][C:25]1[CH:28]=[CH:29][C:22]([F:21])=[C:23]([C:30]([F:33])([F:31])[F:32])[CH:24]=1)[S:12]([CH2:15][CH3:16])(=[O:13])=[O:14])(=[O:5])[CH3:4] |f:0.1|. Reported procedure: Sodium hydride (60% in oil, 46 mg, 1.15 mmol) was added to a solution of N-(3-acetyl-benzo[b]thiophen-2-yl)-ethanesulfonamide (310 mg, 1.09 mmol) in DMF (4 mL), at 0° C. The resulting mixture was stirred at 0° C. for 15 min, to which was added 4-fluoro-3-trifluoromethylbenzyl bromide (253 μL, 1.33 mmol) and the resulting mixture stirred at ambient temperature for 2 h. 15-Crown-5 ether (220 μL, 1.33 mmol) and an additional equivalent of 4-fluoro-3-trifluoromethylbenzyl bromide was then added. The... The reactants are 52.5, O.OCCCN1C(NC2=C1C=CC=C2)=O (1,3-dihydro-1-(3-hydroxypropyl)-2H-benzimidazol-2-one hydrate), CS(=O)(=O)Cl (methanesulfonyl chloride). Solvent: N1=CC=CC=C1 (pyridine). Yields the product 25.5, CS(=O)(=O)O.OCCCN1C(NC2=C1C=CC=C2)=O (1,3-dihydro-1-(3-hydroxypropyl)-2H-benzimidazol-2-one methanesulfonate). As a reaction SMILES: [OH2:1].[OH:2][CH2:3][CH2:4][CH2:5][N:6]1[C:10]2[CH:11]=[CH:12][CH:13]=[CH:14][C:9]=2[NH:8][C:7]1=[O:15].[CH3:16][S:17](Cl)(=[O:19])=[O:18]>N1C=CC=CC=1>[CH3:16][S:17]([OH:19])(=[O:1])=[O:18].[OH:2][CH2:3][CH2:4][CH2:5][N:6]1[C:10]2[CH:11]=[CH:12][CH:13]=[CH:14][C:9]=2[NH:8][C:7]1=[O:15] |f:0.1,4.5|. Procedure details: To a solution of 52.5 parts of 1,3-dihydro-1-(3-hydroxypropyl)-2H-benzimidazol-2-one hydrate in 200 parts of pyridine is added dropwise 63 parts of methanesulfonyl chloride. The mixture is stirred and cooled on the air for 2 hours. The pyridine is evaporated. To the residue is added 500 parts of water and the formed precipitate is filtered off. It is dissolved in 350 parts of trichloromethane. This solution is dried over magnesium sulfate and evaporated. The residue is crystallized from 40 parts... The reactants are C(C)(C)(C)OC(=O)N1CCC2(CCC1)OC1=CC=C(C=C1C(C2)=O)Br ((±)-6-bromo-4-oxo-spiro(chromane-2,4′-azepane)-1′-carboxylic acid tert-butyl ester), TEA, C(C=C)(=O)OC (methyl acrylate). Reagents/catalysts: CC(=O)[O-].CC(=O)[O-].[Pd+2] (Pd(OAc)2), CC1=C(C=CC=C1)P(C2=C(C=CC=C2)C)C3=C(C=CC=C3)C (P(o-tol)3). The solvent is CN(C)C=O (DMF). Conditions: temperature 100 celsius. The product is COC(\C=C\C=1C=C2C(CC3(CCN(CCC3)C(=O)OC(C)(C)C)OC2=CC1)=O)=O ((±)-(E)-3-[1′-tert-butoxycarbonyl-4-oxo-spiro(chromane-2,4′-azepane)-6-yl]-acrylic acid methyl ester). The yield is 97.1%. As a reaction SMILES: [C:1]([O:5][C:6]([N:8]1[CH2:14][CH2:13][CH2:12][C:11]2([CH2:23][C:22](=[O:24])[C:21]3[C:16](=[CH:17][CH:18]=[C:19](Br)[CH:20]=3)[O:15]2)[CH2:10][CH2:9]1)=[O:7])([CH3:4])([CH3:3])[CH3:2].[C:26]([O:30][CH3:31])(=[O:29])[CH:27]=[CH2:28]>CN(C=O)C.CC([O-])=O.CC([O-])=O.[Pd+2].CC1C=CC=CC=1P(C1C=CC=CC=1C)C1C=CC=CC=1C>[CH3:31][O:30][C:26](=[O:29])/[CH:27]=[CH:28]/[C:19]1[CH:20]=[C:21]2[C:16](=[CH:17][CH:18]=1)[O:15][C:11]1([CH2:12][CH2:13][CH2:14][N:8]([C:6]([O:5][C:1]([CH3:4])([CH3:3])[CH3:2])=[O:7])[CH2:9][CH2:10]1)[CH2:23][C:22]2=[O:24] |f:3.4.5|. Procedure details: A mixture of (±)-6-bromo-4-oxo-spiro(chromane-2,4′-azepane)-1′-carboxylic acid tert-butyl ester (7.20 g, 17.6 mmol), Pd(OAc)2 (78 mg, 0.35 mmol), P(o-tol)3 (213 mg, 0.70 mmol), TEA (7.32 ml, 52.7 mmol), methyl acrylate (4.74 ml, 52.7 mmol) in dry DMF (20 ml) was heated under N2 atmosphere to 100° C. for 3 h. After cooling down to RT, the solution was filtered on a celite pad and washed with EtOAc (100 ml). The filtrate was washed with water and brine. The organic phase was dried over Na2SO4 and ... The reactants are BrCCCCC#Cc1ccccn1, C1CCCCC1, CCOC(C)=O, c1ccc2[nH]ncc2c1. Yields the product C(#Cc1ccccn1)CCCCn1cc2ccccc2n1. Reaction SMILES: [Br:1][CH2:2][CH2:3][CH2:4][CH2:5][C:6]#[C:7][c:8]1[n:9][cH:10][cH:11][cH:12][cH:13]1.[CH2:23]1[CH2:24][CH2:25][CH2:26][CH2:27][CH2:28]1.[CH3:29][CH2:30][O:31][C:32]([CH3:33])=[O:34].[nH:14]1[n:15][cH:16][c:17]2[cH:18][cH:19][cH:20][cH:21][c:22]12>>[CH2:2]([CH2:3][CH2:4][CH2:5][C:6]#[C:7][c:8]1[n:9][cH:10][cH:11][cH:12][cH:13]1)[n:15]1[n:14][c:22]2[c:17]([cH:16]1)[cH:18][cH:19][cH:20][cH:21]2. Reactants: ClC1=NC(=CC=2N1C=CN2)C2=C(C=C(C=C2)Cl)Cl (5-Chloro-7-(2,4-dichlorophenyl)imidazo[1,2-c]pyrimidine), BrN1C(CCC1=O)=O (N-bromosuccinimide). Solvent: C(Cl)(Cl)Cl (chloroform), C(C)(=O)OCC (ethyl acetate), O (water). Run at time 12 hour. The product is BrC1=CN=C2N1C(=NC(=C2)C2=C(C=C(C=C2)Cl)Cl)Cl (3-Bromo-5-chloro-7-(2,4-dichlorophenyl)imidazo[1,2-c]pyrimidine). RXN SMILES: [Cl:1][C:2]1[N:7]2[CH:8]=[CH:9][N:10]=[C:6]2[CH:5]=[C:4]([C:11]2[CH:16]=[CH:15][C:14]([Cl:17])=[CH:13][C:12]=2[Cl:18])[N:3]=1.[Br:19]N1C(=O)CCC1=O>C(Cl)(Cl)Cl.C(OCC)(=O)C.O>[Br:19][C:8]1[N:7]2[C:2]([Cl:1])=[N:3][C:4]([C:11]3[CH:16]=[CH:15][C:14]([Cl:17])=[CH:13][C:12]=3[Cl:18])=[CH:5][C:6]2=[N:10][CH:9]=1. Procedure: 200 mg (0.67 mmol) of 5-chloro-7-(2,4-dichlorophenyl)imidazo[1,2-c]pyrimidine (Example 6A) are suspended in chloroform (30 ml), 238 mg (1.34 mmol) of N-bromosuccinimide are added, and the reaction mixture is stirred at RT for 12 h. The reaction mixture is diluted with ethyl acetate (100 ml) and water (75 ml), and the organic phase is separated off, dried over magnesium sulphate and concentrated in a rotary evaporator. The residue is stirred with acetonitrile (20 ml) and then diethyl ether (20 ml...